The task is: describe an organic reaction: reactants, conditions, products, and yield. This data is from the Open Reaction Database (ORD), a public repository of structured organic reaction records. Product: OCc1ccc(NC2CCN(Cc3ccccc3)CC2)nc1. Reaction SMILES: [Al+3:2].[CH2:34]1[O:35][CH2:36][CH2:37][CH2:38]1.[CH2:7]([c:8]1[cH:9][cH:10][cH:11][cH:12][cH:13]1)[N:14]1[CH2:15][CH2:16][CH:17]([NH:20][c:21]2[n:22][cH:23][c:24]([C:25](=[O:26])[O:27][CH3:28])[cH:29][cH:30]2)[CH2:18][CH2:19]1.[H-:1].[H-:4].[H-:5].[H-:6].[Li+:3].[Na+:33].[OH-:32].[OH2:31]>>[CH2:7]([c:8]1[cH:9][cH:10][cH:11][cH:12][cH:13]1)[N:14]1[CH2:15][CH2:16][CH:17]([NH:20][c:21]2[n:22][cH:23][c:24]([CH2:25][OH:26])[cH:29][cH:30]2)[CH2:18][CH2:19]1. Reactants: [Al+3], C1CCOC1, COC(=O)c1ccc(NC2CCN(Cc3ccccc3)CC2)nc1, [H-], [H-], [H-], [H-], [Li+], [Na+], [OH-], O. Starting materials: C(C)(C)(C)OC(NC1=C(C=C(C(=C1)N(C)C)C(F)(F)F)N)=O ((2-amino-5-dimethylamino-4-trifluoromethyl-phenyl)-carbamic acid tert-butyl ester), C(C)(C)(C)OC(CC(C1=CC(=CC=C1)C1=NC=CC=C1)=O)=O (3-oxo-3-(3-pyridin-2-yl-phenyl)-propionic acid tert-butyl ester). Yields the product C(C)(C)(C)OC(NC1=C(C=C(C(=C1)N(C)C)C(F)(F)F)NC(CC(C1=CC(=CC=C1)C1=NC=CC=C1)=O)=O)=O ({5-Dimethylamino-2-[3-oxo-3-(3-pyridin-2-yl-phenyl)-propionylamino]-4-trifluoromethyl-phenyl}-carbamic acid tert-butyl ester), solid. Reaction SMILES: [C:1]([O:5][C:6](=[O:22])[NH:7][C:8]1[CH:13]=[C:12]([N:14]([CH3:16])[CH3:15])[C:11]([C:17]([F:20])([F:19])[F:18])=[CH:10][C:9]=1[NH2:21])([CH3:4])([CH3:3])[CH3:2].C([O:27][C:28](=O)[CH2:29][C:30](=[O:43])[C:31]1[CH:36]=[CH:35][CH:34]=[C:33]([C:37]2[CH:42]=[CH:41][CH:40]=[CH:39][N:38]=2)[CH:32]=1)(C)(C)C>>[C:1]([O:5][C:6](=[O:22])[NH:7][C:8]1[CH:13]=[C:12]([N:14]([CH3:16])[CH3:15])[C:11]([C:17]([F:20])([F:19])[F:18])=[CH:10][C:9]=1[NH:21][C:28](=[O:27])[CH2:29][C:30](=[O:43])[C:31]1[CH:36]=[CH:35][CH:34]=[C:33]([C:37]2[CH:42]=[CH:41][CH:40]=[CH:39][N:38]=2)[CH:32]=1)([CH3:4])([CH3:2])[CH3:3]. Procedure details: The title compound was prepared from (2-amino-5-dimethylamino-4-trifluoromethyl-phenyl)-carbamic acid tert-butyl ester (Example J1) (239 mg, 0.75 mmol) and 3-oxo-3-(3-pyridin-2-yl-phenyl)-propionic acid tert-butyl ester (Example K3) (223 mg, 0.75 mmol) according to the general procedure M. Obtained as a pink solid (295 mg). Reagents/catalysts: [Zn] (zinc). Procedure: To a solution of 50 g of 6,6-dichloro-7-oxobicyclo[3.2.0]hept-2-en-2-carboxylic acid, diphenylmethyl ester, from Example 4, in 75 mL of tetrahydrofuran, was added 500 mL of acetic acid and 100 g of zinc dust. This mixture was stirred mechanically for 6 hr at room temperature and then diluted with 1 L of methylene chloride and filtered. The filtrate was evaporated to a residue which was partitioned between methylene chloride and water. The organic layer was washed with brine, dried over sodium su... Conditions: time 6 hour. As a reaction SMILES: Cl[C:2]1(Cl)[C:8](=[O:9])[CH:7]2[CH:3]1[CH2:4][CH:5]=[C:6]2[C:10]([O:12][CH:13]([C:20]1[CH:25]=[CH:24][CH:23]=[CH:22][CH:21]=1)[C:14]1[CH:19]=[CH:18][CH:17]=[CH:16][CH:15]=1)=[O:11].C(O)(=O)C>O1CCCC1.C(Cl)Cl.[Zn]>[C:14]1([CH:13]([O:12][C:10]([C:6]2[CH:7]3[CH:3]([CH2:4][CH:5]=2)[CH2:2][C:8]3=[O:9])=[O:11])[C:20]2[CH:25]=[CH:24][CH:23]=[CH:22][CH:21]=2)[CH:19]=[CH:18][CH:17]=[CH:16][CH:15]=1. Starting materials: ClC1(C2CC=C(C2C1=O)C(=O)OC(C1=CC=CC=C1)C1=CC=CC=C1)Cl (6,6-dichloro-7-oxobicyclo[3.2.0]hept-2-en-2-carboxylic acid, diphenylmethyl ester), C(C)(=O)O (acetic acid). Yield: 85.4%. Yields the product C1(=CC=CC=C1)C(C1=CC=CC=C1)OC(=O)C=1C2C(CC2CC1)=O (7-oxobicyclo[3.2.0]hept-2-ene-2-carboxylic acid diphenylmethyl ester). Run in C(Cl)Cl (methylene chloride), O1CCCC1 (tetrahydrofuran). The reactants are N[C@H]1C[C@@](CC1)(C(C)C)C(=O)N1CCN(CC1)C1=NC=CC(=C1)C(F)(F)F (((1S,3R)-3-amino-1-isopropylcyclopentyl)(4-(4-(trifluoromethyl)pyridin-2-yl)piperazin-1-yl)methanone), OC1(CCC(CC1)=O)C1=NC=C(C=C1)C1=NC=CC=N1 (4-hydroxy-4-(5-(pyrimidin-2-yl)pyridin-2-yl)cyclohexanone), C(C)(=O)O[BH-](OC(C)=O)OC(C)=O.[Na+] (sodium triacetoxyborohydride). Run in C(Cl)Cl (DCM). Product: C(C)(C)[C@]1(C[C@@H](CC1)NC1CCC(CC1)(O)C1=NC=C(C=C1)C1=NC=CC=N1)C(=O)N1CCN(CC1)C1=NC=CC(=C1)C(F)(F)F (4-{[(1R3S)-3-isopropyl-3-({4-[4-(trifluoromethyl)pyridin-2-yl]piperazin-1-yl}carbonyl)cyclopentyl]amino}-1-(5-pyrimidin-2-ylpyridin-2-yl)cyclohexanol). Reaction SMILES: [NH2:1][C@@H:2]1[CH2:6][CH2:5][C@@:4]([C:10]([N:12]2[CH2:17][CH2:16][N:15]([C:18]3[CH:23]=[C:22]([C:24]([F:27])([F:26])[F:25])[CH:21]=[CH:20][N:19]=3)[CH2:14][CH2:13]2)=[O:11])([CH:7]([CH3:9])[CH3:8])[CH2:3]1.[OH:28][C:29]1([C:36]2[CH:41]=[CH:40][C:39]([C:42]3[N:47]=[CH:46][CH:45]=[CH:44][N:43]=3)=[CH:38][N:37]=2)[CH2:34][CH2:33][C:32](=O)[CH2:31][CH2:30]1.C(O[BH-](OC(=O)C)OC(=O)C)(=O)C.[Na+]>C(Cl)Cl>[CH:7]([C@:4]1([C:10]([N:12]2[CH2:13][CH2:14][N:15]([C:18]3[CH:23]=[C:22]([C:24]([F:27])([F:26])[F:25])[CH:21]=[CH:20][N:19]=3)[CH2:16][CH2:17]2)=[O:11])[CH2:5][CH2:6][C@@H:2]([NH:1][CH:32]2[CH2:31][CH2:30][C:29]([C:36]3[CH:41]=[CH:40][C:39]([C:42]4[N:43]=[CH:44][CH:45]=[CH:46][N:47]=4)=[CH:38][N:37]=3)([OH:28])[CH2:34][CH2:33]2)[CH2:3]1)([CH3:8])[CH3:9] |f:2.3|. Procedure details: To a solution of ((1S,3R)-3-amino-1-isopropylcyclopentyl)(4-(4-(trifluoromethyl)pyridin-2-yl)piperazin-1-yl)methanone (50 mg, 0.13 mmol) in DCM (2 mL) was added 4-hydroxy-4-(5-(pyrimidin-2-yl)pyridin-2-yl)cyclohexanone (1.5 equiv) and sodium triacetoxyborohydride (1.5 equiv). The mixture was stirred until complete, portioned and the aqueous phase extracted with ethyl acetate. The combined organic layers were dried over sodium sulfate. Chromatography gave the title compound as a white powder afte... The reactants are C(C)(C)(C)ON[C@@H](C(CCCNC(C)C(=O)OC)=C=O)C(=O)O (Nα -t-butoxy-carbonyl-Nε -(1-methoxycarbonyl-1-ethyl)lysine), CN(C)C=O (DMF), C(C)(=O)OCC (ethyl acetate), ON1C(CCC1=O)=O (N-hydroxysuccinimide), C1(CCCCC1)N=C=NC1CCCCC1 (dicyclohexylcarbodiimide). Conditions: time 2 day. Yields the product C(C)(C)(C)OC(=O)N[C@@H]1C(N(CCCC1)C(C)C(=O)OC)=O (3-(S)-t-butoxycarbonylamino-1-(1-methoxycarbonylethyl)perhydroazepin-2-one). As a reaction SMILES: C(O[NH:6][C@H:7]([C:21]([OH:23])=O)[C:8](=C=O)[CH2:9][CH2:10][CH2:11][NH:12][CH:13]([C:15]([O:17][CH3:18])=[O:16])[CH3:14])(C)(C)C.ON1C(=O)CC[C:26]1=O.C1(N=C=N[CH:41]2[CH2:46][CH2:45]CCC2)CCCCC1.CN(C=O)C.[C:52]([O:55]CC)(=[O:54])C>>[C:46]([O:55][C:52]([NH:6][C@H:7]1[CH2:8][CH2:9][CH2:10][CH2:11][N:12]([CH:13]([C:15]([O:17][CH3:18])=[O:16])[CH3:14])[C:21]1=[O:23])=[O:54])([CH3:45])([CH3:41])[CH3:26]. Procedure details: Dissolve 4.76 g of the lysine derivative, 1.64 g. of N-hydroxysuccinimide and 3.24 g dicyclohexylcarbodiimide in 250 ml. of DMF. Store this reaction mixture at 0° C. for two days. Concentrate the reaction in vacuo and dissolve the residue in ethyl acetate. Filter and purify the product by silica gel chromatography. Isolate the purified 3-(S)-t-butoxycarbonylamino-1-(1-methoxycarbonylethyl)perhydroazepin-2-one. The reactants are solution, C(C1=CC=NC=C1)#N (isonicotinonitrile), O1CCCC1 (tetrahydrofuran), CC1(NC(CCC1)(C)C)C (2,2,6,6-tetramethylpiperidine), O1CCCC1 (tetrahydrofuran), C(CCC)[Li] (normal butyllithium), solution, C(C1=CC=CC=C1)=O (benzaldehyde), O1CCCC1 (tetrahydrofuran). Run in O (water), C(Cl)(Cl)Cl (Chloroform). Conditions: temperature -30 celsius, time 15 minute. The product is C1(=CC=CC=C1)C1OC(C2=C1C=NC=C2)=O (3-phenylfuro[3,4-c]-pyridine-1-(3H)-one). Reaction SMILES: C[C:2]1(C)[CH2:7][CH2:6][CH2:5][C:4](C)(C)[NH:3]1.C([Li])CCC.C(#N)C1C=CN=CC=1.[CH:24](=[O:31])[C:25]1[CH:30]=[CH:29][CH:28]=[CH:27][CH:26]=1.[O:32]1CCC[CH2:33]1>C(Cl)(Cl)Cl.O>[C:25]1([CH:24]2[C:5]3[CH:4]=[N:3][CH:2]=[CH:7][C:6]=3[C:33](=[O:32])[O:31]2)[CH:30]=[CH:29][CH:28]=[CH:27][CH:26]=1. Reported procedure: Under a nitrogen atmosphere, 14.35 g (105.5 mmol) of 2,2,6,6-tetramethylpiperidine was dissolved in tetrahydrofuran (200 ml) as a solvent, and the solution was cooled to −30° C. After that, 60 mL (1.6-mol/L solution, 96.1 mmol) of normal butyllithium was slowly dropped to the solution. After the dropping, the mixture was heated to 0° C., and was stirred for 15 minutes. After that, the mixture was cooled to −70° C. A solution (100 ml) of 5.00 g (48.0 mmol) of isonicotinonitrile in tetrahydrofuran...